describe an organic reaction: reactants, conditions, products, and yield From a dataset of the Open Reaction Database (ORD), a public repository of structured organic reaction records. Starting materials: CO, O=C(O)c1cccc(-c2cccc([N+](=O)[O-])c2O)c1. Yields the product Nc1cccc(-c2cccc(C(=O)O)c2)c1O. Reaction SMILES: [CH3:20][OH:21].[OH:1][c:2]1[c:3](-[c:11]2[cH:12][c:13]([C:17](=[O:18])[OH:19])[cH:14][cH:15][cH:16]2)[cH:4][cH:5][cH:6][c:7]1[N+:8]([O-:9])=[O:10]>>[OH:1][c:2]1[c:3](-[c:11]2[cH:12][c:13]([C:17](=[O:18])[OH:19])[cH:14][cH:15][cH:16]2)[cH:4][cH:5][cH:6][c:7]1[NH2:8].